This data is from the Open Reaction Database (ORD), a public repository of structured organic reaction records. The task is: describe an organic reaction: reactants, conditions, products, and yield Reactants: OC1=CC(CC1C1=CC=CC=C1)=O (3-hydroxy-4-phenyl-cyclopent-2-enone), C(C1=CC=CC=C1)=O (benzaldehyde), C(C)C1=CC=C2C(=CNC2=C1)CCN (2-(6-ethyl-1H-indol-3-yl)-ethylamine). Product: NCCC1=C(NC2=CC(=CC=C12)CC)C(C=1C(CC(C1O)C1=CC=CC=C1)=O)C1=CC=CC=C1 (2-{[3-(2-Amino-ethyl)-6-ethyl-1H-indol-2-yl]-phenyl-methyl}-3-hydroxy-4-phenyl-cyclopent-2-enone). RXN SMILES: [OH:1][C:2]1[CH:6]([C:7]2[CH:12]=[CH:11][CH:10]=[CH:9][CH:8]=2)[CH2:5][C:4](=[O:13])[CH:3]=1.[CH:14](=O)[C:15]1[CH:20]=[CH:19][CH:18]=[CH:17][CH:16]=1.[CH2:22]([C:24]1[CH:32]=[C:31]2[C:27]([C:28]([CH2:33][CH2:34][NH2:35])=[CH:29][NH:30]2)=[CH:26][CH:25]=1)[CH3:23]>>[NH2:35][CH2:34][CH2:33][C:28]1[C:27]2[C:31](=[CH:32][C:24]([CH2:22][CH3:23])=[CH:25][CH:26]=2)[NH:30][C:29]=1[CH:14]([C:15]1[CH:20]=[CH:19][CH:18]=[CH:17][CH:16]=1)[C:3]1[C:4](=[O:13])[CH2:5][CH:6]([C:7]2[CH:12]=[CH:11][CH:10]=[CH:9][CH:8]=2)[C:2]=1[OH:1]. Procedure: Using general procedure C, 3-hydroxy-4-phenyl-cyclopent-2-enone (Lit. 17) was reacted with benzaldehyde and 2-(6-ethyl-1H-indol-3-yl)-ethylamine (Lit. 8) to give the title compound as a pale brown solid. MS: 451.0 ([M+H]+). RXN SMILES: [Al+3:2].[CH2:24]1[O:25][CH2:26][CH2:27][CH2:28]1.[H-:1].[H-:4].[H-:5].[H-:6].[Li+:3].[N:7]#[N:8].[Na+:22].[O:9]1[CH2:10][CH2:11][N:12]([CH:15]([C:16](=[O:17])[O:18][CH3:19])[CH3:20])[CH2:13][CH2:14]1.[OH-:21].[OH2:23]>>[O:9]1[CH2:10][CH2:11][N:12]([CH:15]([CH2:16][OH:17])[CH3:20])[CH2:13][CH2:14]1. Yields the product CC(CO)N1CCOCC1. Reactants: [Al+3], C1CCOC1, [H-], [H-], [H-], [H-], [Li+], N#N, [Na+], COC(=O)C(C)N1CCOCC1, [OH-], O. RXN SMILES: [CH2:40]1[O:41][CH2:42][CH2:43][CH2:44]1.[CH3:2][Si:3]([N-:4][Si:5]([CH3:6])([CH3:7])[CH3:8])([CH3:9])[CH3:10].[CH3:45][CH2:46][O:47][C:48]([CH3:49])=[O:50].[Cl:11][c:12]1[c:13]([C:14](=[O:15])[NH2:16])[cH:17][cH:18][c:19]([Cl:21])[n:20]1.[Li+:1].[NH2:22][c:23]1[cH:24][c:25]([N:29]([S:30](=[O:31])(=[O:32])[c:33]2[cH:34][cH:35][cH:36][cH:37][cH:38]2)[CH3:39])[cH:26][cH:27][cH:28]1>>[c:12]1([NH:22][c:23]2[cH:24][c:25]([N:29]([S:30](=[O:31])(=[O:32])[c:33]3[cH:34][cH:35][cH:36][cH:37][cH:38]3)[CH3:39])[cH:26][cH:27][cH:28]2)[c:13]([C:14](=[O:15])[NH2:16])[cH:17][cH:18][c:19]([Cl:21])[n:20]1. Reactants: C1CCOC1, C[Si](C)(C)[N-][Si](C)(C)C, CCOC(C)=O, NC(=O)c1ccc(Cl)nc1Cl, [Li+], CN(c1cccc(N)c1)S(=O)(=O)c1ccccc1. The product is CN(c1cccc(Nc2nc(Cl)ccc2C(N)=O)c1)S(=O)(=O)c1ccccc1. Reactants: CN(\C=C/C(=O)C=1C=C(C(=O)OC)C=CN1)C ((Z)-methyl 2-(3-(dimethylamino)acryloyl)isonicotinate), O.NN (hydrazine hydrate). The solvent is C(C)O (ethanol). Run at temperature 20 celsius, time 8 hour. Product: N1N=C(C=C1)C=1C=C(C(=O)O)C=CN1 (2-(1H-pyrazol-3-yl)isonicotinic acid). The yield is 46.5%. RXN SMILES: C[N:2](C)/[CH:3]=[CH:4]\[C:5]([C:7]1[CH:8]=[C:9]([CH:14]=[CH:15][N:16]=1)[C:10]([O:12]C)=[O:11])=O.O.[NH2:19]N>C(O)C>[NH:2]1[CH:3]=[CH:4][C:5]([C:7]2[CH:8]=[C:9]([CH:14]=[CH:15][N:16]=2)[C:10]([OH:12])=[O:11])=[N:19]1 |f:1.2|. Procedure details: To a 2 L three-necked flask was added (Z)-methyl 2-(3-(dimethylamino)acryloyl)isonicotinate (0.894 mol), hydrazine hydrate (48.8 g), anhydrous ethanol (1 L). The suspension was stirred at 20° C. overnight. The solvent was removed in vacuo. The residue was taken up in concentrated hydrochloric acid (600 mL) and heated to reflux for 2 hours. The mixture was cooled to ambient temperature. The resultant precipitate was filtered, washed with water, ethanol and acetone and dried to give 78.6 g of the ... Reactants: BrC12C3CCC(C(CCC1)C2)C3 (1-bromotricyclo[4.3.1.12,5 ]undecane), C(CCC)O (n-butanol). The reagents and catalysts are [Ag]=O (silver oxide). Yields the product C(CCC)OC12C3CCC(C(CCC1)C2)C3 (1-n-butoxytricyclo[4.3.1.12,5 ]undecane). The yield is 65.3%. As a reaction SMILES: Br[C:2]12[CH2:11][CH:7]([CH2:8][CH2:9][CH2:10]1)[CH:6]1[CH2:12][CH:3]2[CH2:4][CH2:5]1.[CH2:13]([OH:17])[CH2:14][CH2:15][CH3:16]>[Ag]=O>[CH2:13]([O:17][C:2]12[CH2:11][CH:7]([CH2:8][CH2:9][CH2:10]1)[CH:6]1[CH2:12][CH:3]2[CH2:4][CH2:5]1)[CH2:14][CH2:15][CH3:16]. Reported procedure: A mixture of 3.0 g of 1-bromotricyclo[4.3.1.12,5 ]undecane, 2.0 g of silver oxide and 30 ml of anhydrous n-butanol was refluxed for 6 hours. Thereafter, the mixture was treated in the same manner as described in Example 1, and there was obtained 1.9 g (yield, 65.3%) of 1-n-butoxytricyclo[4.3.1.12,5 ]undecane having a boiling point of 97° to 98° C./1 mmHg. The reactants are COC=1C=CC(=NC1OC)CN (1-(5,6-dimethoxypyridin-2-yl)methanamine), CCCP(=O)(O)O (1-propylphosphonic acid cyclic anhydride), C(C)(C)N(CC)C(C)C (diisopropylethylamine), C1(CCCC1)C1=C(C=C(C=N1)C=1C=NC=C(C1)C)C(=O)[O-].[Na+] (Sodium 6-cyclopentyl-5′-methyl-3,3′-bipyridine-5-carboxylate). Run in C(C)#N (acetonitrile), C(C)(=O)OCC (ethyl acetate). Conditions: temperature 40 celsius. Yields the product C1(CCCC1)C1=C(C=C(C=N1)C=1C=NC=C(C1)C)C(=O)NCC1=NC(=C(C=C1)OC)OC (6-cyclopentyl-N-[(5,6-dimethoxypyridin-2-yl)methyl]-5′-methyl-3,3′-bipyridine-5-carboxamide). RXN SMILES: [CH:1]1([C:6]2[N:11]=[CH:10][C:9]([C:12]3[CH:13]=[N:14][CH:15]=[C:16]([CH3:18])[CH:17]=3)=[CH:8][C:7]=2[C:19]([O-:21])=O)[CH2:5][CH2:4][CH2:3][CH2:2]1.[Na+].[CH3:23][O:24][C:25]1[CH:26]=[CH:27][C:28]([CH2:33][NH2:34])=[N:29][C:30]=1[O:31][CH3:32].CCCP(O)(O)=O.C(N(C(C)C)CC)(C)C>C(#N)C.C(OCC)(=O)C>[CH:1]1([C:6]2[N:11]=[CH:10][C:9]([C:12]3[CH:13]=[N:14][CH:15]=[C:16]([CH3:18])[CH:17]=3)=[CH:8][C:7]=2[C:19]([NH:34][CH2:33][C:28]2[CH:27]=[CH:26][C:25]([O:24][CH3:23])=[C:30]([O:31][CH3:32])[N:29]=2)=[O:21])[CH2:2][CH2:3][CH2:4][CH2:5]1 |f:0.1|. Procedure details: To a suspension of sodium 6-cyclopentyl-5′-methyl-3,3′-bipyridine-5-carboxylate (6-3, 0.022 g, 0.078 mmol, 1.0 equiv) in acetonitrile (0.8 mL) was added 1-(5,6-dimethoxypyridin-2-yl)methanamine (11-6, 0.039 g, 0.234 mmol, 3.0 equiv), 1-propylphosphonic acid cyclic anhydride (0.149 g, 0.234 mmol, 3.0 equiv, 50 weight percent in EtOAc), and diisopropylethylamine (0.060 g, 0.47 mmol, 6.0 equiv) and the system was heated to 40° C. for 24 h. The reaction mixture was cooled and diluted with ethyl acet... Yields the product C(C=C)N(CCCCCCOC1=CC(=C(C=C1)C(=O)C1=CC=C(C=C1)Br)NCC1=CC=C(C=C1)OC)C ([4-[6-(allyl-methyl-amino)-hexyloxy]-2-[(4-methoxy-benzyl)amino]-phenyl]-(4-bromo-phenyl)-methanone). Starting materials: COC1=CC=C(CN)C=C1 (4-methoxybenzylamine), C([O-])([O-])=O.[K+].[K+] (potassium carbonate), C(C=C)N(CCCCCCOC1=CC(=C(C=C1)C(=O)C1=CC=C(C=C1)Br)F)C ([4-[6-(allyl-methyl-amino)-hexyloxy]-2-fluoro-phenyl]-(4-bromo-phenyl)-methanone). Procedure details: 17.55 g of [4-[6-(allyl-methyl-amino)-hexyloxy]-2-fluoro-phenyl]-(4-bromo-phenyl)-methanone are boiled under reflux with 50.7 ml of 4-methoxybenzylamine and 6.5 g of potassium carbonate in 600 ml of toluene for 23 hrs. After filtration, evaporation and purification over silica gel with methylene chloride/methanol (2.5% to 10%) there are obtained 17.43 g of [4-[6-(allyl-methyl-amino)-hexyloxy]-2-[(4-methoxy-benzyl)amino]-phenyl]-(4-bromo-phenyl)-methanone. A solution of this material in 200 ml of... Solvent: C1(=CC=CC=C1)C (toluene). As a reaction SMILES: [CH2:1]([N:4]([CH3:28])[CH2:5][CH2:6][CH2:7][CH2:8][CH2:9][CH2:10][O:11][C:12]1[CH:17]=[CH:16][C:15]([C:18]([C:20]2[CH:25]=[CH:24][C:23]([Br:26])=[CH:22][CH:21]=2)=[O:19])=[C:14](F)[CH:13]=1)[CH:2]=[CH2:3].[CH3:29][O:30][C:31]1[CH:38]=[CH:37][C:34]([CH2:35][NH2:36])=[CH:33][CH:32]=1.C(=O)([O-])[O-].[K+].[K+]>C1(C)C=CC=CC=1>[CH2:1]([N:4]([CH3:28])[CH2:5][CH2:6][CH2:7][CH2:8][CH2:9][CH2:10][O:11][C:12]1[CH:17]=[CH:16][C:15]([C:18]([C:20]2[CH:25]=[CH:24][C:23]([Br:26])=[CH:22][CH:21]=2)=[O:19])=[C:14]([NH:36][CH2:35][C:34]2[CH:37]=[CH:38][C:31]([O:30][CH3:29])=[CH:32][CH:33]=2)[CH:13]=1)[CH:2]=[CH2:3] |f:2.3.4|. Reactants: IN1C(CCC1=O)=O (N-Iodosuccinimide), [OH-].[Na+] (sodium hydroxide), CN(C=O)C (N,N-dimethylformamide), NC1=C(C(=O)O)C(=CC(=C1OC)Br)C (2-amino-4-bromo-3-methoxy-6-methylbenzoic acid). The solvent is [Cl-].[Na+].O (brine), O (water). Conditions: time 40 minute. Yields the product NC1=C(C(=O)O)C(=C(C(=C1OC)Br)I)C (2-Amino-4-bromo-5-iodo-3-methoxy-6-methylbenzoic acid). Isolated yield 57.3%. RXN SMILES: [I:1]N1C(=O)CCC1=O.CN(C)C=O.[NH2:14][C:15]1[C:23]([O:24][CH3:25])=[C:22]([Br:26])[CH:21]=[C:20]([CH3:27])[C:16]=1[C:17]([OH:19])=[O:18].[OH-].[Na+]>[Cl-].[Na+].O.O>[NH2:14][C:15]1[C:23]([O:24][CH3:25])=[C:22]([Br:26])[C:21]([I:1])=[C:20]([CH3:27])[C:16]=1[C:17]([OH:19])=[O:18] |f:3.4,5.6.7|. Procedure: N-Iodosuccinimide (104 mg, 461 μmol) was put into an N,N-dimethylformamide (2.0 ml) solution of 2-amino-4-bromo-3-methoxy-6-methylbenzoic acid (I-3) (100 mg, 384 μmol), followed by stirring at room temperature for 40 minutes. The reaction liquid was put into water (30 ml), followed by controlling at pH of 4 with aqueous 2 N sodium hydroxide solution, then saturated brine (30 ml) was added, the product was extracted with ethyl acetate (50 ml×2). The organic layer was dried over anhydrous magnesiu... Reactants: CO, C=COCCOCCC(c1cc(F)ccc1F)S(=O)(=O)c1ccc(Cl)cc1. Product: O=S(=O)(c1ccc(Cl)cc1)C(CCOCCO)c1cc(F)ccc1F. As a reaction SMILES: [CH3:28][OH:29].[Cl:1][c:2]1[cH:3][cH:4][c:5]([S:8](=[O:9])(=[O:10])[CH:11]([CH2:12][CH2:13][O:14][CH2:15][CH2:16][O:17][CH:18]=[CH2:19])[c:20]2[c:21]([F:27])[cH:22][cH:23][c:24]([F:26])[cH:25]2)[cH:6][cH:7]1>>[Cl:1][c:2]1[cH:3][cH:4][c:5]([S:8](=[O:9])(=[O:10])[CH:11]([CH2:12][CH2:13][O:14][CH2:15][CH2:16][OH:17])[c:20]2[c:21]([F:27])[cH:22][cH:23][c:24]([F:26])[cH:25]2)[cH:6][cH:7]1. The reactants are [OH-].[K+] (potassium hydroxide), OC1=C(CO)C=CC=C1SC1=C(C=CC=C1)C (2-hydroxy-3-(o-tolylthio)benzyl alcohol), S(=O)(=O)(OC)OC (dimethyl sulfate). The solvent is O (water). Product: COC1=C(CO)C=CC=C1SC1=C(C=CC=C1)C (2-methoxy-3-(o-tolylthio)benzyl alcohol). Yield: 96.9%. Reaction SMILES: [OH-].[K+].[OH:3][C:4]1[C:11]([S:12][C:13]2[CH:18]=[CH:17][CH:16]=[CH:15][C:14]=2[CH3:19])=[CH:10][CH:9]=[CH:8][C:5]=1[CH2:6][OH:7].S(OC)(O[CH3:24])(=O)=O>O>[CH3:24][O:3][C:4]1[C:11]([S:12][C:13]2[CH:18]=[CH:17][CH:16]=[CH:15][C:14]=2[CH3:19])=[CH:10][CH:9]=[CH:8][C:5]=1[CH2:6][OH:7] |f:0.1|. Reported procedure: A solution of potassium hydroxide (5.8 g) in water (30 ml) was added dropwise to a mixture of 2-hydroxy-3-(o-tolylthio)benzyl alcohol (8.3 g) and dimethyl sulfate (8.5 g) in 10 minutes at temperature below 60° C. with stirring, and the mixture was stirred at the same temperature for 10 minutes. The reaction mixture was treated in a similar manner to that of Example 21-(4). The resultant oily residue was purified by column chromatography (silica gel 150 g, benzene) to give oily 2-methoxy-3-(o-tol...